Dataset: the Open Reaction Database (ORD), a public repository of structured organic reaction records. Task: describe an organic reaction: reactants, conditions, products, and yield Reactants: [Li]CCCC (n-BuLi), Cl (hydrochloric acid), OO (hydrogen peroxide), FC1=CC=C2CCCOC2=C1F (7,8-difluorochroman), B(OC)(OC)OC (trimethyl borate). Run in C(C)(=O)O (acetic acid), O (Water), C1CCOC1 (THF). Conditions: time 17 hour. Product: FC1=C(C=C2CCCOC2=C1F)O (7,8-difluorochroman-6-ol). As a reaction SMILES: [Li]CCCC.[F:6][C:7]1[C:16]([F:17])=[C:15]2[C:10]([CH2:11][CH2:12][CH2:13][O:14]2)=[CH:9][CH:8]=1.B(OC)(OC)[O:19]C.OO.Cl>C1COCC1.O.C(O)(=O)C>[F:6][C:7]1[C:16]([F:17])=[C:15]2[C:10]([CH2:11][CH2:12][CH2:13][O:14]2)=[CH:9][C:8]=1[OH:19]. Reported procedure: 81.2 ml (0.13 mol) of n-BuLi (15% soln. in hexane) are added to a soln. of 20.0 g (0.12 mol) of 7,8-difluorochroman in 400 ml of THF at −70° C. After 3 h at this temperature, 14.4 ml (0.13 mol) of trimethyl borate are added dropwise, and the batch is warmed to RT. 30 ml of dilute acetic acid (about 30%) are added, and 30 ml of aqueous hydrogen peroxide solution (35%) are carefully added to the batch. When the addition is complete, the mixture is stirred at RT for 17 h. Water is added, and the ba... Starting materials: CCCCOC(=O)C(O)C(O)C(=O)OCCCC, CC(C)(C)OO, ClCCl, CCOCC, COc1c(C)c(C)c(OC)c(CC=C(C)CO)c1C, CC(C)[O-], CC(C)[O-], CC(C)[O-], CC(C)[O-], [Na+], [OH-], [Ti+4]. Product: COc1c(C)c(C)c(OC)c(CC2OC2(C)CO)c1C. As a reaction SMILES: [C:1](=[O:2])([CH:3]([CH:4]([C:5]([O:6][CH2:7][CH2:8][CH2:9][CH3:10])=[O:11])[OH:12])[OH:13])[O:14][CH2:15][CH2:16][CH2:17][CH3:18].[C:38]([O:39][OH:40])([CH3:41])([CH3:42])[CH3:43].[CH2:46]([Cl:47])[Cl:48].[CH2:49]([O:50][CH2:51][CH3:52])[CH3:53].[CH3:19][O:20][c:21]1[c:22]([CH2:32][CH:33]=[C:34]([CH2:35][OH:36])[CH3:37])[c:23]([CH3:31])[c:24]([O:29][CH3:30])[c:25]([CH3:28])[c:26]1[CH3:27].[CH3:54][CH:55]([CH3:56])[O-:57].[CH3:58][CH:59]([CH3:60])[O-:61].[CH3:62][CH:63]([CH3:64])[O-:65].[CH3:66][CH:67]([CH3:68])[O-:69].[Na+:45].[OH-:44].[Ti+4:70]>>[O:2]1[CH:33]([CH2:32][c:22]2[c:21]([O:20][CH3:19])[c:26]([CH3:27])[c:25]([CH3:28])[c:24]([O:29][CH3:30])[c:23]2[CH3:31])[C:34]1([CH2:35][OH:36])[CH3:37].